This data is from the Open Reaction Database (ORD), a public repository of structured organic reaction records. The task is: describe an organic reaction: reactants, conditions, products, and yield Product: Cc1oc(-c2ccco2)nc1COc1ccc(COc2nn(Cc3ccccc3)cc2CO)cc1OCc1ccccc1. The reactants are [Al+3], CCOC(=O)c1cn(Cc2ccccc2)nc1OCc1ccc(OCc2nc(-c3ccco3)oc2C)c(OCc2ccccc2)c1, CCOC(C)=O, [H-], [H-], [H-], [H-], [Li+], [Na+], [Na+], C1CCOC1, O, O, O, O, O, O, O, O, O, O, O=S(=O)([O-])[O-]. RXN SMILES: [Al+3:48].[CH2:1]([c:2]1[cH:3][cH:4][cH:5][cH:6][cH:7]1)[n:8]1[n:9][c:10]([O:18][CH2:19][c:20]2[cH:21][c:22]([O:39][CH2:40][c:41]3[cH:42][cH:43][cH:44][cH:45][cH:46]3)[c:23]([O:26][CH2:27][c:28]3[n:29][c:30](-[c:34]4[o:35][cH:36][cH:37][cH:38]4)[o:31][c:32]3[CH3:33])[cH:24][cH:25]2)[c:11]([C:13](=[O:14])[O:15][CH2:16][CH3:17])[cH:12]1.[CH3:75][CH2:76][O:77][C:78](=[O:79])[CH3:80].[H-:47].[H-:50].[H-:51].[H-:52].[Li+:49].[Na+:68].[Na+:69].[O:70]1[CH2:71][CH2:72][CH2:73][CH2:74]1.[OH2:53].[OH2:54].[OH2:55].[OH2:56].[OH2:57].[OH2:58].[OH2:59].[OH2:60].[OH2:61].[OH2:62].[S:63]([O-:64])([O-:65])(=[O:66])=[O:67]>>[CH2:1]([c:2]1[cH:3][cH:4][cH:5][cH:6][cH:7]1)[n:8]1[n:9][c:10]([O:18][CH2:19][c:20]2[cH:21][c:22]([O:39][CH2:40][c:41]3[cH:42][cH:43][cH:44][cH:45][cH:46]3)[c:23]([O:26][CH2:27][c:28]3[n:29][c:30](-[c:34]4[o:35][cH:36][cH:37][cH:38]4)[o:31][c:32]3[CH3:33])[cH:24][cH:25]2)[c:11]([CH2:13][OH:14])[cH:12]1. The reactants are ClC1=NC(=NC(=C1NC(C1=C(C=CC=C1)F)=O)NC1=CC=C(C=C1)Cl)C (N-[4-chloro-6-(4-chlorophenylamino)-2-methylpyrimidin-5-yl]-2-fluorobenzamide), cyclic anhydride. Run in O1CCOCC1 (dioxane), C(C)(=O)OCC (ethyl acetate). Yields the product ClC1=C2N=C(N(C2=NC(=N1)C)C1=CC=C(C=C1)Cl)C1=C(C=CC=C1)F (6-Chloro-9-(4-chlorophenyl)-8-(2-fluorophenyl)-2-methyl-9H-purine). RXN SMILES: [Cl:1][C:2]1[C:7]([NH:8][C:9](=O)[C:10]2[CH:15]=[CH:14][CH:13]=[CH:12][C:11]=2[F:16])=[C:6]([NH:18][C:19]2[CH:24]=[CH:23][C:22]([Cl:25])=[CH:21][CH:20]=2)[N:5]=[C:4]([CH3:26])[N:3]=1>O1CCOCC1.C(OCC)(=O)C>[Cl:1][C:2]1[N:3]=[C:4]([CH3:26])[N:5]=[C:6]2[C:7]=1[N:8]=[C:9]([C:10]1[CH:15]=[CH:14][CH:13]=[CH:12][C:11]=1[F:16])[N:18]2[C:19]1[CH:24]=[CH:23][C:22]([Cl:25])=[CH:21][CH:20]=1. Procedure details: A solution of N-[4-chloro-6-(4-chlorophenylamino)-2-methylpyrimidin-5-yl]-2-fluorobenzamide I-(7A-80)b (0.25 g) in dioxane (6 ml) was treated with 50% propanephosphoric acid cyclic anhydride (PPM) in ethyl acetate (0.6 ml) and heated to reflux overnight. It was determined that the product was a mixture of desired product and the hydroxy compound (displacement of the chlorine atom). The reaction was therefore concentrated under reduced pressure and heated overnight in refluxing POCl3 (6 ml). The ... Starting materials: ClC1=C(C(=NC=N1)CNCCC(C)C)CCC ((6-chloro-5-propyl-pyrimidin-4-ylmethyl)-(3-methyl-butyl)-amine), FC1=CC=CC(=N1)C(=O)O (6-fluoro-pyridine-2-carboxylic acid), CCN=C=NCCCN(C)C (EDCI). Reagents/catalysts: CN(C)C=1C=CN=CC1 (DMAP). Run in C(Cl)Cl (DCM), C(Cl)Cl (DCM). Reaction conditions: time 8 hour. Product: ClC1=C(C(=NC=N1)CN(C(=O)C1=NC(=CC=C1)F)CCC(C)C)CCC (6-Fluoro-pyridine-2-carboxylic Acid (6-chloro-5-propyl-pyrimidin-4-ylmethyl)-(3-methyl-butyl)-amide). RXN SMILES: [Cl:1][C:2]1[N:7]=[CH:6][N:5]=[C:4]([CH2:8][NH:9][CH2:10][CH2:11][CH:12]([CH3:14])[CH3:13])[C:3]=1[CH2:15][CH2:16][CH3:17].[F:18][C:19]1[N:24]=[C:23]([C:25](O)=[O:26])[CH:22]=[CH:21][CH:20]=1.CCN=C=NCCCN(C)C>C(Cl)Cl.CN(C1C=CN=CC=1)C>[Cl:1][C:2]1[N:7]=[CH:6][N:5]=[C:4]([CH2:8][N:9]([CH2:10][CH2:11][CH:12]([CH3:13])[CH3:14])[C:25]([C:23]2[CH:22]=[CH:21][CH:20]=[C:19]([F:18])[N:24]=2)=[O:26])[C:3]=1[CH2:15][CH2:16][CH3:17]. Reported procedure: To a stirred solution of (6-chloro-5-propyl-pyrimidin-4-ylmethyl)-(3-methyl-butyl)-amine (0.715 g, 2.8 mmol) and 6-fluoro-pyridine-2-carboxylic acid (0.47 g, 3.34 mmol) in DCM (10 ml) is added EDCI (0.61 g) and DMAP (0.153 g). The mixture is stirred at room temperature overnight. DCM (10 ml) is added to dilute the mixture. The mixture is washed with water (5 mL), dried (Na2SO4) and solvent evaporated. Preparative TLC purification of the residue (2:1 of hexane: ethyl acetate) provides the title p... Starting materials: Cl.ClCC1=NC=CC=C1 (2-(chloromethyl)pyridine hydrochloride), N1CCCC1 (pyrrolidine). Run in C(C)O (ethanol). Run at temperature 90 celsius. The product is N1(CCCC1)CC1=NC=CC=C1 (2-[(1-Pyrrolidinyl)methyl]pyridine). Yield: 94.0%. Reaction SMILES: Cl.Cl[CH2:3][C:4]1[CH:9]=[CH:8][CH:7]=[CH:6][N:5]=1.[NH:10]1[CH2:14][CH2:13][CH2:12][CH2:11]1>C(O)C>[N:10]1([CH2:3][C:4]2[CH:9]=[CH:8][CH:7]=[CH:6][N:5]=2)[CH2:14][CH2:13][CH2:12][CH2:11]1 |f:0.1|. Procedure: With stirring and external cooling with ice, a solution of 2-(chloromethyl)pyridine hydrochloride (100 g, 0.61 mol) in 95% ethanol (600 ml) is added dropwise to pyrrolidine (500 ml, 426 g, 5.99 mol) and the resulting mixture is heated to 90° C. for 1 hour. After cooling, the mixture is suction filtered, the filter residue is thoroughly washed with ether, the filtrate is concentrated in vacuo and the residue is made strongly alkaline with 40% potassium hydroxide solution. It is extracted exhausti... Starting materials: CS(=O)C (methyl sulfoxide), C(CC)(=O)C=1C(CC(CC1O)C=1C=CC2=C(N(C(CO2)=O)CC#N)C1)=O (2-propionyl-3-hydroxy-5-(N-cyanomethyl-3-oxo-(2H)-1,4-benzoxazin-6-yl)cyclohex-2-en-1-one), Cl.C(C)ON (ethoxyamine hydrochloride), C(C)(=O)[O-].[Na+] (sodium acetate). The solvent is Cl (HCl). Run at time 0.5 hour. Yields the product C(C)ON=C(CC)C=1C(CC(CC1O)C=1C=CC2=C(N(C(CO2)=O)CC#N)C1)=O (2-(1-(Ethoxyimino)propyl)-3-hydroxy-5-(N-cyanomethyl-3-oxo-(2H)-1,4-benzoxazin-6-yl)cyclohex-2-en-1-one). As a reaction SMILES: CS(C)=O.[C:5]([C:9]1[C:10](=[O:30])[CH2:11][CH:12]([C:16]2[CH:17]=[CH:18][C:19]3[O:24][CH2:23][C:22](=[O:25])[N:21]([CH2:26][C:27]#[N:28])[C:20]=3[CH:29]=2)[CH2:13][C:14]=1[OH:15])(=O)[CH2:6][CH3:7].Cl.[CH2:32]([O:34][NH2:35])[CH3:33].C([O-])(=O)C.[Na+]>Cl>[CH2:32]([O:34][N:35]=[C:5]([C:9]1[C:10](=[O:30])[CH2:11][CH:12]([C:16]2[CH:17]=[CH:18][C:19]3[O:24][CH2:23][C:22](=[O:25])[N:21]([CH2:26][C:27]#[N:28])[C:20]=3[CH:29]=2)[CH2:13][C:14]=1[OH:15])[CH2:6][CH3:7])[CH3:33] |f:2.3,4.5|. Reported procedure: To 15 mL of methyl sulfoxide were added in sequence, 1.2 g (3.4 mmol) of 2-propionyl-3-hydroxy-5-(N-cyanomethyl-3-oxo-(2H)-1,4-benzoxazin-6-yl)cyclohex-2-en-1-one, 0.42 g (4.4 mmol) of ethoxyamine hydrochloride an d 0.36 g (4.4 mmol) of anhydrous sodium acetate. The resulting mixture was stirred at ambient temperature for 5 and 1/2 hours, becoming a clear amber solution. The reaction mixture was diluted with 100 mL of 0.1N HCl and extracted twice with 30 mL portions of ether. The extracts were c...